Dataset: the Open Reaction Database (ORD), a public repository of structured organic reaction records. Task: describe an organic reaction: reactants, conditions, products, and yield Reactants: O=C(OCc1ccccc1)c1cc(Br)c(OCc2ccccc2)cc1OCc1ccccc1, Cl, [Li+], C1CCOC1, [OH-], O. Product: O=C(O)c1cc(Br)c(OCc2ccccc2)cc1OCc1ccccc1. RXN SMILES: [CH2:1]([c:2]1[cH:3][cH:4][cH:5][cH:6][cH:7]1)[O:8][C:9]([c:10]1[c:11]([O:25][CH2:26][c:27]2[cH:28][cH:29][cH:30][cH:31][cH:32]2)[cH:12][c:13]([O:17][CH2:18][c:19]2[cH:20][cH:21][cH:22][cH:23][cH:24]2)[c:14]([Br:16])[cH:15]1)=[O:33].[ClH:36].[Li+:35].[O:37]1[CH2:38][CH2:39][CH2:40][CH2:41]1.[OH-:34].[OH2:42]>>[O:8]=[C:9]([c:10]1[c:11]([O:25][CH2:26][c:27]2[cH:28][cH:29][cH:30][cH:31][cH:32]2)[cH:12][c:13]([O:17][CH2:18][c:19]2[cH:20][cH:21][cH:22][cH:23][cH:24]2)[c:14]([Br:16])[cH:15]1)[OH:33]. Conditions: time 0.5 hour. RXN SMILES: [H-].[Na+].[I-].[CH3:4][S+](C)(C)=O.[F:9][C:10]1[CH:15]=[CH:14][C:13]([F:16])=[CH:12][C:11]=1[CH:17]=[CH:18][C:19]([N:21]([O:23][CH3:24])[CH3:22])=[O:20]>CN(C=O)C>[CH3:24][O:23][N:21]([CH3:22])[C:19]([CH:18]1[CH2:4][CH:17]1[C:11]1[CH:12]=[C:13]([F:16])[CH:14]=[CH:15][C:10]=1[F:9])=[O:20] |f:0.1,2.3|. The yield is 80.7%. Reported procedure: NaH (8 g, 60% oil dispersion) was added to a suspension of trimethylsulfoxonium iodide (44 g) in DMF (150 mL) at 0° C. The resulting mixture was allowed to warm to room temperature and stirred for 0.5 h. A solution of 3-(2,5-difluoro-phenyl)-N-methoxy-N-methyl-acrylamide (21 g) was added to the above reaction mixture at 0° C., and the resulting reaction was allowed to warm to room temperature and stirred for 2 h. The reaction was quenched with water and the aqueous layer was extracted with CH2Cl... Reactants: [H-].[Na+] (NaH), [I-].C[S+](=O)(C)C (trimethylsulfoxonium iodide), FC1=C(C=C(C=C1)F)C=CC(=O)N(C)OC (3-(2,5-difluoro-phenyl)-N-methoxy-N-methyl-acrylamide). Run in CN(C)C=O (DMF). Product: CON(C(=O)C1C(C1)C1=C(C=CC(=C1)F)F)C (2-(2,5difluoro-phenyl)-cyclopropanecarboxylic acid methoxy-methyl-amide). Starting materials: [CH2]C, CCOC(=O)c1ccc(C=Cc2ccc3c(c2)C(c2nccs2)=CCC3(C)C)cc1. Yields the product CC1(C)CC=C(c2nccs2)c2cc(C=Cc3ccc(C(=O)O)cc3)ccc21. Reaction SMILES: [CH2:1][CH3:2].[CH3:3][C:4]1([CH3:32])[c:5]2[cH:6][cH:7][c:8]([CH:19]=[CH:20][c:21]3[cH:22][cH:23][c:24]([C:25](=[O:26])[O:27][CH2:28][CH3:29])[cH:30][cH:31]3)[cH:9][c:10]2[C:11]([c:14]2[s:15][cH:16][cH:17][n:18]2)=[CH:12][CH2:13]1>>[CH3:3][C:4]1([CH3:32])[c:5]2[cH:6][cH:7][c:8]([CH:19]=[CH:20][c:21]3[cH:22][cH:23][c:24]([C:25](=[O:26])[OH:27])[cH:30][cH:31]3)[cH:9][c:10]2[C:11]([c:14]2[s:15][cH:16][cH:17][n:18]2)=[CH:12][CH2:13]1. Starting materials: C(CCl)Cl (EDC), CNC=1SC2=C(N1)C(=C(C=C2)C(=O)O)C (2-methylamino-4-methylbenzothiazole-5-carboxylic acid), CN1N=CC=C1O (1-methyl-5-hydroxypyrazole), C(C)#N (acetonitrile). The reagents and catalysts are CN(C)C=1C=CN=CC1 (DMAP). Solvent: C(C)N(CC)CC (triethylamine), O (water). The product is CNC=1SC2=C(N1)C(=C(C=C2)C(=O)OC2=CC=NN2C)C (1-Methylpyrazol-5-yl 2-Methylamino-4-methylbenzothiazole-5-carboxylate). As a reaction SMILES: [CH3:1][NH:2][C:3]1[S:4][C:5]2[CH:11]=[CH:10][C:9]([C:12]([OH:14])=[O:13])=[C:8]([CH3:15])[C:6]=2[N:7]=1.[CH3:16][N:17]1[C:21](O)=[CH:20][CH:19]=[N:18]1.C(#N)C.C(Cl)CCl>CN(C1C=CN=CC=1)C.O.C(N(CC)CC)C>[CH3:1][NH:2][C:3]1[S:4][C:5]2[CH:11]=[CH:10][C:9]([C:12]([O:14][C:21]3[N:17]([CH3:16])[N:18]=[CH:19][CH:20]=3)=[O:13])=[C:8]([CH3:15])[C:6]=2[N:7]=1. Procedure details: 3.1 g of 2-methylamino-4-methylbenzothiazole-5-carboxylic acid (0.014 mol) and 1.4 g of 1-methyl-5-hydroxypyrazole (0.015 mol) were dissolved in 110 ml of abs. acetonitrile and admixed with 2.67 g of EDC (0.014 mol), 1,2 ml of triethylamine and a catalytic amount of DMAP. After the reaction had ended, the solution was poured into water and the mixture was extracted with ethyl acetate. The organic phase was washed and dried, and the product was then purified by crystallization. Yield: 2.2 g (52%)... Starting materials: BrC=1C=NC=C(C1)Br (3,5-dibromopyridine), C([O-])([O-])=O.[Cs+].[Cs+] (cesium carbonate), CN1C(CCC1)=O (N-methylpyrrolidone), N1N=NC=C1 (1H-1,2,3-triazole). Run in C(C)(=O)OCC (ethyl acetate), O (water). Reaction conditions: temperature 100 celsius, time 21 hour. Product: BrC=1C=NC=C(C1)N1N=CC=N1 (3-bromo-5-(2H-1,2,3-triazol-2-yl)pyridine), BrC=1C=NC=C(C1)N1N=NC=C1 (3-bromo-5-(1H-1,2,3-triazol-1-yl)pyridine). Reaction SMILES: [Br:1][C:2]1[CH:3]=[N:4][CH:5]=[C:6]([Br:8])[CH:7]=1.C(=O)([O-])[O-].[Cs+].[Cs+].CN1CCCC1=O.[NH:22]1[CH:26]=[CH:25][N:24]=[N:23]1>C(OCC)(=O)C.O>[Br:8][C:6]1[CH:5]=[N:4][CH:3]=[C:2]([N:23]2[N:24]=[CH:25][CH:26]=[N:22]2)[CH:7]=1.[Br:1][C:2]1[CH:3]=[N:4][CH:5]=[C:6]([N:22]2[CH:26]=[CH:25][N:24]=[N:23]2)[CH:7]=1 |f:1.2.3|. Procedure details: 3,5-dibromopyridine (400 mg) and cesium carbonate (550 mg) were added to an N-methylpyrrolidone (4 ml) solution containing 1H-1,2,3-triazole (117 mg), followed by stirring at 100° C. for 21 hours. The reaction mixture was cooled to room temperature, and water and ethyl acetate were added. The organic layer was collected, washed with water and then with saturated saline, and dried over anhydrous magnesium sulfate, and the solvent was distilled away under reduced pressure. The obtained residue was... The reactants are C(C)(C)(C)OC(=O)N[C@@H](C)C(=O)O (N-(tert-butoxycarbonyl)-L-alanine), N1=C(C=CC=C1)C1CCNCC1 (4-(2-pyridyl)piperidine), N,N-dimethylaminopyridine, Cl.CN(CCCN=C=NCC)C (1-(3-dimethylaminopropyl)3-ethylcarbodiimide hydrochloride). Run in ClCCl (dichloromethane). Reaction conditions: time 8 hour. Product: N1=C(C=CC=C1)C1CCN(CC1)NC([C@@H](NC(=O)OC(C)(C)C)C)=O (N-(tert-Butoxycarbonyl)-L-alanine 4-(2-pyridyl)piperidin-1-yl amide). Yield: 107.1%. Reaction SMILES: [C:1]([O:5][C:6]([NH:8][C@H:9]([C:11]([OH:13])=O)[CH3:10])=[O:7])([CH3:4])([CH3:3])[CH3:2].[N:14]1[CH:19]=[CH:18][CH:17]=[CH:16][C:15]=1[CH:20]1[CH2:25][CH2:24][NH:23][CH2:22][CH2:21]1.Cl.C[N:28](C)CCCN=C=NCC>ClCCl>[N:14]1[CH:19]=[CH:18][CH:17]=[CH:16][C:15]=1[CH:20]1[CH2:25][CH2:24][N:23]([NH:28][C:11](=[O:13])[C@H:9]([CH3:10])[NH:8][C:6]([O:5][C:1]([CH3:2])([CH3:3])[CH3:4])=[O:7])[CH2:22][CH2:21]1 |f:2.3|. Procedure details: To a solution of N-(tert-butoxycarbonyl)-L-alanine (1.485 g, 7.847 mmol) and 4-(2-pyridyl)piperidine (0.910 g, 5.60 mmol) in dichloromethane (20 mL) at 0° C., was added N,N-dimethylaminopyridine (DMAP, 2.05 g, 16.8 mmol) and 1-(3-dimethylaminopropyl)3-ethylcarbodiimide hydrochloride (DMAPECD, 2.147 g, 11.2 mmol). The resulting mixture was stirred overnight while warmed up to room temperature. The reaction mixture was quenched with aqueous NH4Cl (30 mL) and extracted with CH2Cl2 (30 mL×2). The co...